From a dataset of the Open Reaction Database (ORD), a public repository of structured organic reaction records. describe an organic reaction: reactants, conditions, products, and yield Starting materials: CN1C(CCC1)CCN1C2=C(CCCC1)C=C(C=C2)NC(=N)C=2SC=CC2 (N-(1-(2-(1-Methylpyrrolidin-2-yl)ethyl)-2,3,4,5-tetrahydro-1H-benzo[b]azepin-7-yl)thiophene-2-carboximidamide), ( 57 ), O=C1CCCC2=C(N1CCN1CCCCC1)C=CC(=C2)NC(=N)C=2SC=CC2 (N-(2-Oxo-1-(2-(piperidin-1-yl)ethyl)-2,3,4,5-tetrahydro-1H-benzo[b]azepin-7-yl)thiophene-2-carboximidamide). Yields the product N1(CCCC1)CCN1CCC2=CC(=CC=C12)NC(=N)C=1SC=CC1 (N-(1-(2-(Pyrrolidin-1-yl)ethyl)indolin-5-yl)thiophene-2-carboximidamide). As a reaction SMILES: CN1CCCC1CCN1CCCCC2C=C(NC(C3SC=CC=3)=N)C=CC1=2.O=[C:29]1[N:35]([CH2:36][CH2:37][N:38]2[CH2:43]C[CH2:41][CH2:40][CH2:39]2)[C:34]2[CH:44]=[CH:45][C:46]([NH:48][C:49]([C:51]3[S:52][CH:53]=[CH:54][CH:55]=3)=[NH:50])=[CH:47][C:33]=2CC[CH2:30]1>>[N:38]1([CH2:37][CH2:36][N:35]2[C:34]3[C:33](=[CH:47][C:46]([NH:48][C:49]([C:51]4[S:52][CH:53]=[CH:54][CH:55]=4)=[NH:50])=[CH:45][CH:44]=3)[CH2:30][CH2:29]2)[CH2:39][CH2:40][CH2:41][CH2:43]1. Procedure: A solution of compound 3 (0.40 g, 1.531 mmol) and Pd—C (0.162 g, 0.153 mmol, 10% wt) in dry ethanol (5 mL) was purged with hydrogen gas. The reaction was stirred at room temperature over night under hydrogen atm. (balloon pressure). Then the reaction mixture was filtered through a celite pad and washed with ethanol (35 mL). The filtrate (compound 4) was treated with imidate 5 (0.873 g, 3.06 mmol) and stirred over night at room temperature. The reaction was diluted with saturated NaHCO3 solution ... As a reaction SMILES: S(=O)(=O)(O)O.[Br:6][C:7]1[C:8]([O:16][CH:17]([F:19])[F:18])=[C:9]([N+:13]([O-])=O)[CH:10]=[CH:11][CH:12]=1>[Fe].O>[Br:6][C:7]1[C:8]([O:16][CH:17]([F:18])[F:19])=[C:9]([CH:10]=[CH:11][CH:12]=1)[NH2:13]. Procedure: Into a 100-ml four-necked flask provided with a reflux condenser, a stirrer and a thermometer were fed 0.95 g (17.0 mmol) of an iron powder, 0.11 g (1.0 mmol) of 98% sulfuric acid, 15 ml of water and 1.62 g (6.0 mmol) of 3-bromo-2-difluoromethoxynitrobenzene. The mixture was heated on an oil bath and refluxed for 2 hours. After the completion of a reaction, azeotropic distillation was conducted while 220 ml of water was added gradually. The distillate was subjected to extraction two times each u... Product: BrC=1C(=C(N)C=CC1)OC(F)F (3-bromo-2-difluoromethoxyaniline). The reactants are S(O)(O)(=O)=O (sulfuric acid), BrC=1C(=C(C=CC1)[N+](=O)[O-])OC(F)F (3-bromo-2-difluoromethoxynitrobenzene). Isolated yield 65.8%. Solvent: O (water), O (water). Reagents/catalysts: [Fe] (iron). Reactants: Cc1nc(-c2ccc(C3CN(C(=O)OC(C)(C)C)CCO3)cc2)no1, CCOC(C)=O, Cl. The product is Cc1nc(-c2ccc(C3CNCCO3)cc2)no1, Cl. RXN SMILES: [CH3:1][c:2]1[n:3][c:4](-[c:7]2[cH:8][cH:9][c:10]([CH:13]3[O:14][CH2:15][CH2:16][N:17]([C:19]([O:20][C:21]([CH3:22])([CH3:23])[CH3:24])=[O:25])[CH2:18]3)[cH:11][cH:12]2)[n:5][o:6]1.[CH3:27][CH2:28][O:29][C:30](=[O:31])[CH3:32].[ClH:26]>>[CH3:1][c:2]1[n:3][c:4](-[c:7]2[cH:8][cH:9][c:10]([CH:13]3[O:14][CH2:15][CH2:16][NH:17][CH2:18]3)[cH:11][cH:12]2)[n:5][o:6]1.[ClH:26]. Starting materials: CC1(C)C(=N)N(c2ccc(C#N)c(C(F)(F)F)c2)C(=S)N1CCCO, CO, Cl. Yields the product CC1(C)C(=O)N(c2ccc(C#N)c(C(F)(F)F)c2)C(=S)N1CCCO. Reaction SMILES: [CH3:1][C:2]1([CH3:25])[N:3]([CH2:21][CH2:22][CH2:23][OH:24])[C:4](=[S:20])[N:5]([c:8]2[cH:9][c:10]([C:16]([F:17])([F:18])[F:19])[c:11]([C:12]#[N:13])[cH:14][cH:15]2)[C:6]1=[NH:7].[CH3:27][OH:28].[ClH:26]>>[CH3:1][C:2]1([CH3:25])[N:3]([CH2:21][CH2:22][CH2:23][OH:24])[C:4](=[S:20])[N:5]([c:8]2[cH:9][c:10]([C:16]([F:17])([F:18])[F:19])[c:11]([C:12]#[N:13])[cH:14][cH:15]2)[C:6]1=[O:28].